From a dataset of the Open Reaction Database (ORD), a public repository of structured organic reaction records. describe an organic reaction: reactants, conditions, products, and yield Reactants: C(C)C1=NOC(=N1)C1=C(N=C(S1)N)C1=CC=CC=C1 (5-(3-ethyl-[1,2,4]oxadiazol-5-yl)-4-phenyl-thiazol-2-ylamine), C(C(C)C)(=O)Cl (isobutyryl chloride). The product is C(C)C1=NOC(=N1)C1=C(N=C(S1)NC(C(C)C)=O)C1=CC=CC=C1 (N-[5-(3-Ethyl-[1,2,4]oxadiazol-5-yl)-4-phenyl-thiazol-2-yl]-isobutyramide). As a reaction SMILES: [CH2:1]([C:3]1[N:7]=[C:6]([C:8]2[S:12][C:11]([NH2:13])=[N:10][C:9]=2[C:14]2[CH:19]=[CH:18][CH:17]=[CH:16][CH:15]=2)[O:5][N:4]=1)[CH3:2].[C:20](Cl)(=[O:24])[CH:21]([CH3:23])[CH3:22]>>[CH2:1]([C:3]1[N:7]=[C:6]([C:8]2[S:12][C:11]([NH:13][C:20](=[O:24])[CH:21]([CH3:23])[CH3:22])=[N:10][C:9]=2[C:14]2[CH:19]=[CH:18][CH:17]=[CH:16][CH:15]=2)[O:5][N:4]=1)[CH3:2]. Procedure: Prepared from 5-(3-ethyl-[1,2,4]oxadiazol-5-yl)-4-phenyl-thiazol-2-ylamine and isobutyryl chloride. The reactants are [BH4-], CC(C)(C)S(N)=O, CC[O-], CC[O-], CC[O-], CC[O-], COc1cc(OS(=O)(=O)C(F)(F)F)ccc1C=O, [Na+], C1CCOC1, O, [Ti+4]. Product: COc1cc(OS(=O)(=O)C(F)(F)F)ccc1CNS(=O)C(C)(C)C. As a reaction SMILES: [BH4-:26].[CH3:19][C:20]([CH3:21])([CH3:22])[S:23](=[O:24])[NH2:25].[CH3:34][CH2:35][O-:36].[CH3:37][CH2:38][O-:39].[CH3:40][CH2:41][O-:42].[CH3:43][CH2:44][O-:45].[CH:1](=[O:2])[c:3]1[c:4]([O:17][CH3:18])[cH:5][c:6]([O:9][S:10](=[O:11])(=[O:12])[C:13]([F:14])([F:15])[F:16])[cH:7][cH:8]1.[Na+:27].[O:29]1[CH2:30][CH2:31][CH2:32][CH2:33]1.[OH2:28].[Ti+4:46]>>[CH2:1]([c:3]1[c:4]([O:17][CH3:18])[cH:5][c:6]([O:9][S:10](=[O:11])(=[O:12])[C:13]([F:14])([F:15])[F:16])[cH:7][cH:8]1)[NH:25][S:23]([C:20]([CH3:19])([CH3:21])[CH3:22])=[O:24]. The reactants are O=C([O-])[O-], Fc1cnccc1-c1nc2cc(C(F)(F)F)ccc2o1, OCC(F)(F)C(F)(F)F, [K+], [K+], O. The product is FC(F)(F)c1ccc2oc(-c3ccncc3OCC(F)(F)C(F)(F)F)nc2c1. Reaction SMILES: [C:21](=[O:22])([O-:23])[O-:24].[F:1][c:2]1[cH:3][n:4][cH:5][cH:6][c:7]1-[c:8]1[o:9][c:10]2[c:11]([n:12]1)[cH:13][c:14]([C:17]([F:18])([F:19])[F:20])[cH:15][cH:16]2.[F:27][C:28]([CH2:29][OH:30])([C:31]([F:32])([F:33])[F:34])[F:35].[K+:25].[K+:26].[OH2:36]>>[c:2]1([O:30][CH2:29][C:28]([F:27])([C:31]([F:32])([F:33])[F:34])[F:35])[cH:3][n:4][cH:5][cH:6][c:7]1-[c:8]1[o:9][c:10]2[c:11]([n:12]1)[cH:13][c:14]([C:17]([F:18])([F:19])[F:20])[cH:15][cH:16]2. Reactants: BrC=1C=NC2=C(C=CC=C2C1)NC(C1=CC(=CC=C1)C(=O)OC)=O (3-bromo-8-[3-(methoxycarbonyl)benzoylamino]quinoline), [OH-].[Na+] (sodium hydroxide), Cl (hydrochloric acid). Run in CO (methanol), O1CCOCC1 (dioxane). Product: BrC=1C=NC2=C(C=CC=C2C1)NC(C1=CC(=CC=C1)C(=O)O)=O (3-bromo-8-(3-carboxybenzoylamino)quinoline). Isolated yield 115.7%. Reaction SMILES: [Br:1][C:2]1[CH:3]=[N:4][C:5]2[C:10]([CH:11]=1)=[CH:9][CH:8]=[CH:7][C:6]=2[NH:12][C:13](=[O:24])[C:14]1[CH:19]=[CH:18][CH:17]=[C:16]([C:20]([O:22]C)=[O:21])[CH:15]=1.[OH-].[Na+].Cl>CO.O1CCOCC1>[Br:1][C:2]1[CH:3]=[N:4][C:5]2[C:10]([CH:11]=1)=[CH:9][CH:8]=[CH:7][C:6]=2[NH:12][C:13](=[O:24])[C:14]1[CH:19]=[CH:18][CH:17]=[C:16]([C:20]([OH:22])=[O:21])[CH:15]=1 |f:1.2|. Procedure: A mixture of 3-bromo-8-[3-(methoxycarbonyl)benzoylamino]quinoline (356 mg) and 1N sodium hydroxide aqueous solution (1.1 ml) in methanol (5 ml) and dioxane (5 ml) was gently refluxed for 2 hours. After cooling, the mixture was neutralized with 1N hydrochloric acid. The solvent was removed in vacuo, and the residue was washed with hot 95% ethanol and collected by filtration to give 3-bromo-8-(3-carboxybenzoylamino)quinoline (397 mg) as pale tan solid. Starting materials: O=C(O)c1ccc(F)c(Br)c1, COC(=O)C(N)C(C)O, CCN=C=NCCCN(C)C, CCOC(C)=O, CCN(C(C)C)C(C)C, Cl, CN(C)C=O, On1nnc2ccccc21. Yields the product COC(=O)C(NC(=O)c1ccc(F)c(Br)c1)C(C)O. RXN SMILES: [Br:10][c:11]1[cH:12][c:13]([C:14](=[O:15])[OH:16])[cH:17][cH:18][c:19]1[F:20].[CH3:22][O:23][C:24]([CH:25]([NH2:26])[CH:27]([OH:28])[CH3:29])=[O:30].[CH3:31][CH2:32][N:33]=[C:34]=[N:35][CH2:36][CH2:37][CH2:38][N:39]([CH3:40])[CH3:41].[CH3:57][CH2:58][O:59][C:60]([CH3:61])=[O:62].[CH:1]([N:2]([CH:3]([CH3:4])[CH3:5])[CH2:6][CH3:7])([CH3:8])[CH3:9].[ClH:21].[O:52]=[CH:53][N:54]([CH3:55])[CH3:56].[OH:42][n:43]1[c:44]2[c:45]([cH:46][cH:47][cH:48][cH:49]2)[n:50][n:51]1>>[Br:10][c:11]1[cH:12][c:13]([C:14](=[O:16])[NH:26][CH:25]([C:24]([O:23][CH3:22])=[O:30])[CH:27]([OH:28])[CH3:29])[cH:17][cH:18][c:19]1[F:20]. Reactants: [OH-].[Na+] (NaOH), ice, FC1=CC=C(C=C1)C=1N=C(SC1)CCC(=O)OCC (ethyl 3-(4-(4-fluorophenyl)thiazol-2-yl)propanoate). Solvent: CO (MeOH). Conditions: time 1 hour. Product: FC1=CC=C(C=C1)C=1N=C(SC1)CCC(=O)O (3-(4-(4-fluorophenyl)thiazol-2-yl)propanoic acid). Isolated yield 79.1%. As a reaction SMILES: [OH-].[Na+].[F:3][C:4]1[CH:9]=[CH:8][C:7]([C:10]2[N:11]=[C:12]([CH2:15][CH2:16][C:17]([O:19]CC)=[O:18])[S:13][CH:14]=2)=[CH:6][CH:5]=1>CO>[F:3][C:4]1[CH:5]=[CH:6][C:7]([C:10]2[N:11]=[C:12]([CH2:15][CH2:16][C:17]([OH:19])=[O:18])[S:13][CH:14]=2)=[CH:8][CH:9]=1 |f:0.1|. Reported procedure: 1N NaOH (5 mL) was added to an ice-cooled solution of crude ethyl 3-(4-(4-fluorophenyl)thiazol-2-yl)propanoate (450 mg, 1.61 mmol) in MeOH (5 mL) and the solution was allowed to stir at room temperature for 1 h. Solvent was evaporated and the reaction mixture was diluted with water. The aqueous layer was washed with EtOAc and the pH of the aqueous solution was adjusted to ˜2 using 1N HCl. The organic product was extracted with EtOAc and the organic layer was dried over anhydrous sodium sulfate a... Reactants: C1CCOC1, Cc1cnc(Cl)nc1N1CCC(O)CC1, O=C(N=NC(=O)N1CCCCC1)N1CCCCC1, CCOC(=O)CC1CCc2cc(O)ccc21, c1ccc(P(c2ccccc2)c2ccccc2)cc1. The product is CCOC(=O)CC1CCc2cc(OC3CCN(c4nc(Cl)ncc4C)CC3)ccc21. RXN SMILES: [CH2:69]1[O:70][CH2:71][CH2:72][CH2:73]1.[Cl:1][c:2]1[n:3][cH:4][c:5]([CH3:15])[c:6]([N:8]2[CH2:9][CH2:10][CH:11]([OH:14])[CH2:12][CH2:13]2)[n:7]1.[N:51]([C:52]([N:53]1[CH2:54][CH2:55][CH2:56][CH2:57][CH2:58]1)=[O:59])=[N:60][C:61]([N:62]1[CH2:63][CH2:64][CH2:65][CH2:66][CH2:67]1)=[O:68].[OH:16][c:17]1[cH:18][c:19]2[c:23]([cH:24][cH:25]1)[CH:22]([CH2:26][C:27](=[O:28])[O:29][CH2:30][CH3:31])[CH2:21][CH2:20]2.[c:32]1([P:33]([c:34]2[cH:35][cH:36][cH:37][cH:38][cH:39]2)[c:40]2[cH:41][cH:42][cH:43][cH:44][cH:45]2)[cH:46][cH:47][cH:48][cH:49][cH:50]1>>[Cl:1][c:2]1[n:3][cH:4][c:5]([CH3:15])[c:6]([N:8]2[CH2:9][CH2:10][CH:11]([O:14][c:17]3[cH:18][c:19]4[c:23]([cH:24][cH:25]3)[CH:22]([CH2:26][C:27](=[O:28])[O:29][CH2:30][CH3:31])[CH2:21][CH2:20]4)[CH2:12][CH2:13]2)[n:7]1. The reactants are ClCCl (dichloromethane), BrC=1C=C(C2=C(C(CO2)(C)C)C1)C(CCCCC)=O (5-bromo-3,3-dimethyl-7-hexanoyl-2,3-dihydrobenzofuran), C(C)[SiH](CC)CC (triethyl silane), BrC=1C=C(C2=C(C(CO2)(C)C)C1)C(CCCCC)=O (5-bromo-3,3-dimethyl-7-hexanoyl-2,3-dihydrobenzofuran), FC(C(=O)O)(F)F (trifluoroacetic acid). Run in C(C)(=O)OCC (ethyl acetate), CCCCCC (hexane). Yields the product BrC=1C=C(C2=C(C(CO2)(C)C)C1)CCCCCC (5-Bromo-3,3-dimethyl-7-hexyl-2,3-dihydro-benzofuran). RXN SMILES: [Br:1][C:2]1[CH:3]=[C:4]([C:13](=O)[CH2:14][CH2:15][CH2:16][CH2:17][CH3:18])[C:5]2[O:9][CH2:8][C:7]([CH3:11])([CH3:10])[C:6]=2[CH:12]=1.FC(F)(F)C(O)=O.C([SiH](CC)CC)C.ClCCl>CCCCCC.C(OCC)(=O)C>[Br:1][C:2]1[CH:3]=[C:4]([CH2:13][CH2:14][CH2:15][CH2:16][CH2:17][CH3:18])[C:5]2[O:9][CH2:8][C:7]([CH3:10])([CH3:11])[C:6]=2[CH:12]=1. Procedure: Following General Procedure J and using 5-bromo-3,3-dimethyl-7-hexanoyl-2,3-dihydrobenzofuran (Intermediate 52, 0.325 g, 1.0 mmol), trifluoroacetic acid (0.31 mL, 4 mmol), triethyl silane (0.64 mL, 4 mmol) and dichloromethane (5 mL) followed by flash column chromatography using 2% ethyl acetate in hexane as the eluent, the title compound was obtained (0.20 g, 64% for 2 steps). Starting materials: C(O)([O-])=O.[Na+] (sodium hydrogencarbonate), C(C=C)OC=1C=C(COC2CN(CCC2C2=CC=C(C=C2)OCCCOCC2=C(C=CC=C2)OC)C(=O)OC(C)(C)C)C=CC1Cl (tert-butyl 3-(3-allyloxy-4-chlorobenzyloxy)-4-{4-[3-(2-methoxybenzyloxy)propoxy]phenyl}piperidine-1-carboxylate), [BH4-].[Li+] (lithium borohydride). Reagents/catalysts: CC(=O)[O-].CC(=O)[O-].C1=CC=C(C=C1)P(C2=CC=CC=C2)C3=CC=CC=C3.C1=CC=C(C=C1)P(C2=CC=CC=C2)C3=CC=CC=C3.[Pd+2] (bis(triphenylphosphine)palladium(II) acetate). Solvent: O1CCCC1 (tetrahydrofuran). Conditions: time 16 hour. The product is ClC1=C(C=C(COC2CN(CCC2C2=CC=C(C=C2)OCCCOCC2=C(C=CC=C2)OC)C(=O)OC(C)(C)C)C=C1)O (tert-Butyl 3-(4-chloro-3-hydroxybenzyloxy)-4-{4-[3-(2-methoxybenzyloxy)propoxy]-phenyl}piperidine-1-carboxylate), SiO2. RXN SMILES: C([O:4][C:5]1[CH:6]=[C:7]([CH:43]=[CH:44][C:45]=1[Cl:46])[CH2:8][O:9][CH:10]1[CH:15]([C:16]2[CH:21]=[CH:20][C:19]([O:22][CH2:23][CH2:24][CH2:25][O:26][CH2:27][C:28]3[CH:33]=[CH:32][CH:31]=[CH:30][C:29]=3[O:34][CH3:35])=[CH:18][CH:17]=2)[CH2:14][CH2:13][N:12]([C:36]([O:38][C:39]([CH3:42])([CH3:41])[CH3:40])=[O:37])[CH2:11]1)C=C.[BH4-].[Li+].C(=O)([O-])O.[Na+]>O1CCCC1.CC([O-])=O.CC([O-])=O.C1C=CC(P(C2C=CC=CC=2)C2C=CC=CC=2)=CC=1.C1C=CC(P(C2C=CC=CC=2)C2C=CC=CC=2)=CC=1.[Pd+2]>[Cl:46][C:45]1[CH:44]=[CH:43][C:7]([CH2:8][O:9][CH:10]2[CH:15]([C:16]3[CH:21]=[CH:20][C:19]([O:22][CH2:23][CH2:24][CH2:25][O:26][CH2:27][C:28]4[CH:33]=[CH:32][CH:31]=[CH:30][C:29]=4[O:34][CH3:35])=[CH:18][CH:17]=3)[CH2:14][CH2:13][N:12]([C:36]([O:38][C:39]([CH3:41])([CH3:42])[CH3:40])=[O:37])[CH2:11]2)=[CH:6][C:5]=1[OH:4] |f:1.2,3.4,6.7.8.9.10|. Reported procedure: The solution of 1.53 g of tert-butyl 3-(3-allyloxy-4-chlorobenzyloxy)-4-{4-[3-(2-methoxybenzyloxy)propoxy]phenyl}piperidine-1-carboxylate in 15 ml of tetrahydrofuran is admixed with stirring successively with 0.018 g of bis(triphenylphosphine)palladium(II) acetate and 0.053 g of lithium borohydride. The reaction mixture is stirred at room temperature over 16 hours, subsequently poured onto saturated aqueous sodium hydrogencarbonate solution and extracted with tert-butyl methyl ether (2×100 ml). ...